This data is from the Open Reaction Database (ORD), a public repository of structured organic reaction records. The task is: describe an organic reaction: reactants, conditions, products, and yield Starting materials: C(C1=CC=CC=C1)(C1=CC=CC=C1)(C1=CC=CC=C1)N[C@H](C(C)=O)CC ((3S)-3-(trityl-amino)-pentan-2-one), C[Mg]I (methylmagnesium iodide), O (H2O). Run in CCOCC (Et2O). Yields the product CC(C)([C@H](CC)NC(C1=CC=CC=C1)(C1=CC=CC=C1)C1=CC=CC=C1)O ((3S)-2-Methyl-3-(trityl-amino)-pentan-2-ol). Reaction SMILES: [C:1]([NH:20][C@@H:21]([CH2:25][CH3:26])[C:22](=[O:24])[CH3:23])([C:14]1[CH:19]=[CH:18][CH:17]=[CH:16][CH:15]=1)([C:8]1[CH:13]=[CH:12][CH:11]=[CH:10][CH:9]=1)[C:2]1[CH:7]=[CH:6][CH:5]=[CH:4][CH:3]=1.[CH3:27][Mg]I.O>CCOCC>[CH3:23][C:22]([OH:24])([C@@H:21]([NH:20][C:1]([C:8]1[CH:13]=[CH:12][CH:11]=[CH:10][CH:9]=1)([C:14]1[CH:15]=[CH:16][CH:17]=[CH:18][CH:19]=1)[C:2]1[CH:7]=[CH:6][CH:5]=[CH:4][CH:3]=1)[CH2:25][CH3:26])[CH3:27]. Procedure: To a stirred solution of (3S)-3-(trityl-amino)-pentan-2-one (0.59 g, 1 eq, 1.72 mmol) in Et2O (100 mL) under an argon atmosphere at room temperature, was added methylmagnesium iodide (3 M in Et20, 1.72 mL, 3 eq, 5.16 mmol) dropwise. The solution was placed in a preheated oil bath at 45° C. and refluxed at this temperature for 16 h. The mixture was recooled to 0° C., H2O (100 mL) added, the solution filtered through Celite, and the Celite washed with more Et2O (50 mL). The combined organic phase ... Reactants: C(C)(C)OC(C)C (diisopropyl ether), [H-].[Na+] (sodium hydride), Cl.COCC(=N)N (methoxyacetamidine hydrochloride), Cl (hydrochloric acid), [H][H] (hydrogen), C(C)OC=O (ethylformate). The solvent is O (water), C(C)(=O)OCC (ethyl acetate). Conditions: time 5 hour. Yields the product OC1=NC(=NC=C1)COC (4-Hydroxy-2-methyloxymethylpyrimidine). As a reaction SMILES: [H-].[Na+].[CH2:3]([O:5]C=O)[CH3:4].[H][H].Cl.[CH3:11][O:12][CH2:13][C:14]([NH2:16])=[NH:15].Cl.[CH:18](OC(C)C)(C)C>O.C(OCC)(=O)C>[OH:5][C:3]1[CH:4]=[CH:18][N:16]=[C:14]([CH2:13][O:12][CH3:11])[N:15]=1 |f:0.1,4.5|. Reported procedure: Under an argon atmosphere, 31.5 g (0.72 mol) of sodium hydride are suspended in 690 ml of diisopropyl ether and, at room temperature, a mixture of 84.5 ml of ethylformate and 63.4 ml of ethyl acetate is added dropwise. The mixture is heated cautiously to 40°-44° C. After the vigorous evolution of hydrogen which starts during this, the mixture is stirred for a further 5 h with exclusion of moisture. The solid is filtered off with suction (96 g), the crude sodium salt of the formylacetic ester is ... Reactants: IC (Iodomethane), N1N=NN=C1C1=NC=CC(=C1)OC1=CC=C(C=C1)NC(=O)NC1=CC(=CC=C1)C(F)(F)F (1-{4-[2-(1H-tetrazol-5yl)-pyridin-4-yloxy]-phenyl}-3-(3-trifluoromethyl-phenyl)-urea), C([O-])([O-])=O.[K+].[K+] (potassium carbonate). Run in CN(C)C=O (DMF). Reaction conditions: temperature 0 celsius, time 2 hour. The product is CN1N=NN=C1C1=NC=CC(=C1)OC1=CC=C(C=C1)NC(=O)NC1=CC(=CC=C1)C(F)(F)F (1-{4-[2-(1-Methyl-1H-tetrazol-5-yl)-pyridin-4-yloxy]-phenyl}-3-(3-trifluoromethyl-phenyl)-urea). RXN SMILES: IC.[NH:3]1[C:7]([C:8]2[CH:13]=[C:12]([O:14][C:15]3[CH:20]=[CH:19][C:18]([NH:21][C:22]([NH:24][C:25]4[CH:30]=[CH:29][CH:28]=[C:27]([C:31]([F:34])([F:33])[F:32])[CH:26]=4)=[O:23])=[CH:17][CH:16]=3)[CH:11]=[CH:10][N:9]=2)=[N:6][N:5]=[N:4]1.[C:35](=O)([O-])[O-].[K+].[K+]>CN(C=O)C>[CH3:35][N:6]1[C:7]([C:8]2[CH:13]=[C:12]([O:14][C:15]3[CH:16]=[CH:17][C:18]([NH:21][C:22]([NH:24][C:25]4[CH:30]=[CH:29][CH:28]=[C:27]([C:31]([F:32])([F:34])[F:33])[CH:26]=4)=[O:23])=[CH:19][CH:20]=3)[CH:11]=[CH:10][N:9]=2)=[N:3][N:4]=[N:5]1 |f:2.3.4|. Procedure details: Iodomethane (0.21 mL, 3.40 mmol, 1.5 equiv) is added to a cold (0° C.) mixture of 1-{4-[2-(1H-tetrazol-5yl)-pyridin-4-yloxy]-phenyl}-3-(3-trifluoromethyl-phenyl)-urea (Example 122) (1.0 g, 2.27 mmol) and potassium carbonate (0.94 g, 6.80 mmol, 3.0 equiv) in DMF abs. (5.8 mL), under an argon atmosphere. The reaction mixture is stirred at 0° C. for 2 h, allowed to warm to rt and stirred for additional 20 h. The resulting brown suspension is filtered and concentrated in vacuo. MeOH (10 mL) and DMF ... The reactants are CS(=O)(=O)C(C(=O)OCC)C (ethyl 2-(methylsulfonyl)propanoate), BrCCC=C (4-bromobut-1-ene), CC(C(=O)OCC)(CCC#C)S(=O)(=O)C (ethyl 2-methyl-2-(methylsulfonyl)hex-5-ynoate). The product is CC(C(=O)OCC)(CCC=C)S(=O)(=O)C (Ethyl 2-methyl-2-(methylsulfonyl)hex-5-enoate). Isolated yield 46.0%. As a reaction SMILES: CS(C(C)C(OCC)=O)(=O)=O.BrCCC=C.[CH3:17][C:18]([S:28]([CH3:31])(=[O:30])=[O:29])([CH2:24][CH2:25][C:26]#[CH:27])[C:19]([O:21][CH2:22][CH3:23])=[O:20]>>[CH3:17][C:18]([S:28]([CH3:31])(=[O:29])=[O:30])([CH2:24][CH2:25][CH:26]=[CH2:27])[C:19]([O:21][CH2:22][CH3:23])=[O:20]. Procedure: The title compound (8.0 g, 46%) was prepared from ethyl 2-(methylsulfonyl)propanoate (13.3 g, 74.1 mmol) and 4-bromobut-1-ene (10.0 g, 74.1 mmol) by following the procedure described for the synthesis of ethyl 2-methyl-2-(methylsulfonyl)hex-5-ynoate (Preparation 1, Step B). MS (GCMS) m/z 235 (M+1). 1H NMR (400 MHz, CHLOROFORM-d) δ1.33 (t, J=7.17 Hz, 3H) 1.63 (s, 3H) 1.91-2.08 (m, 2H) 2.13-2.29 (m, 1H) 2.32 (d, J=7.51 Hz, 1H) 3.05 (s, 3H) 4.29 (q, J=7.06 Hz, 2H) 4.95-5.16 (m, 2H) 5.67-5.93 (m, 1H... Starting materials: COCOc1ccc(Br)cc1Br, [Li]CCCC, C1CCOC1, CCCCCC, CCOCC, O=Cc1ncccc1F. Yields the product COCOc1ccc(Br)cc1C(O)c1ncccc1F. RXN SMILES: [Br:1][c:2]1[c:3]([O:9][CH2:10][O:11][CH3:12])[cH:4][cH:5][c:6]([Br:8])[cH:7]1.[CH2:19]([Li:20])[CH2:21][CH2:22][CH3:23].[CH2:38]1[O:39][CH2:40][CH2:41][CH2:42]1.[CH3:13][CH2:14][CH2:15][CH2:16][CH2:17][CH3:18].[CH3:33][CH2:34][O:35][CH2:36][CH3:37].[F:24][c:25]1[c:26]([CH:31]=[O:32])[n:27][cH:28][cH:29][cH:30]1>>[c:2]1([CH:31]([c:26]2[c:25]([F:24])[cH:30][cH:29][cH:28][n:27]2)[OH:32])[c:3]([O:9][CH2:10][O:11][CH3:12])[cH:4][cH:5][c:6]([Br:8])[cH:7]1.